Dataset: the Open Reaction Database (ORD), a public repository of structured organic reaction records. Task: describe an organic reaction: reactants, conditions, products, and yield Starting materials: C(=O)(OC(C)(C)C)N1C=NC2=C1C=CC(=C2)N (N1-Boc-benzimidazol-5-amine), 0.172, FC1=C(CBr)C=C(C(=C1)F)F (2,4,5-trifluorbenzylbromide), C(=O)([O-])[O-].[K+].[K+] (K2CO3). The product is FC1=C(CN(C2=CC3=C(NC=N3)C=C2)CC2=C(C=C(C(=C2)F)F)F)C=C(C(=C1)F)F (N,N-Bis(2,4,5-trifluorobenzyl)-1H-benzo[d]imidazol-5-amine). As a reaction SMILES: C([N:8]1[C:12]2[CH:13]=[CH:14][C:15]([NH2:17])=[CH:16][C:11]=2[N:10]=[CH:9]1)(OC(C)(C)C)=O.[F:18][C:19]1[CH:26]=[C:25]([F:27])[C:24]([F:28])=[CH:23][C:20]=1[CH2:21]Br.C([O-])([O-])=O.[K+].[K+]>>[F:18][C:19]1[CH:26]=[C:25]([F:27])[C:24]([F:28])=[CH:23][C:20]=1[CH2:21][N:17]([CH2:21][C:20]1[CH:23]=[C:24]([F:28])[C:25]([F:27])=[CH:26][C:19]=1[F:18])[C:15]1[CH:14]=[CH:13][C:12]2[NH:8][CH:9]=[N:10][C:11]=2[CH:16]=1 |f:2.3.4|. Procedure details: The compound was synthesized starting from N1-Boc-benzimidazol-5-amine (233 mg; 1 mmol; 1 eq.), 2,4,5-trifluorbenzylbromide (563 mg; 2.5 mmol; 2.5 eq.) and K2CO3 (345 mg; 2.5 mmol; 2.5 eq.) according to method 4; Yield: 0.172 (40.9%); MS m/z: 422.2 [M+H]+; 1H-NMR (500 MHz, DMSO d6): δ 4.68 (s, 4H); 6.74 (dd, 1H, 4J=2.1 Hz, 3J=8.9 Hz); 6.78 (br s, 1H); 7.23-7.29 (m, 2H); 7.39 (d, 1H, 3J=8.9 Hz); 7.51-7.56 (m, 2H); 7.97 (s, 1H); 12.03 (br s, 1H); HPLC (METHOD [A]): rt 16.46 min (100%)